Dataset: the Open Reaction Database (ORD), a public repository of structured organic reaction records. Task: describe an organic reaction: reactants, conditions, products, and yield Starting materials: CC(=O)[O-], CC(=O)O, Cc1cc(-c2cc(C(F)(F)F)n3nccc3n2)ccc1Cl, ClI, [Na+], O. The product is Cc1cc(-c2cc(C(F)(F)F)n3ncc(I)c3n2)ccc1Cl. RXN SMILES: [CH3:23][C:24](=[O:25])[O-:26].[CH3:29][C:30](=[O:31])[OH:32].[Cl:1][c:2]1[c:3]([CH3:21])[cH:4][c:5](-[c:8]2[n:9][c:10]3[n:11]([c:12]([C:14]([F:15])([F:16])[F:17])[cH:13]2)[n:18][cH:19][cH:20]3)[cH:6][cH:7]1.[I:27][Cl:28].[Na+:22].[OH2:33]>>[Cl:1][c:2]1[c:3]([CH3:21])[cH:4][c:5](-[c:8]2[n:9][c:10]3[n:11]([c:12]([C:14]([F:15])([F:16])[F:17])[cH:13]2)[n:18][cH:19][c:20]3[I:27])[cH:6][cH:7]1. Reactants: ClC=1C=NC=CC1 (3-Chloropyridine), ClC(COC(=O)Cl)(Cl)Cl (2,2,2-trichloroethylchloroformate), CC=1NC(CSC1)=O (5-methyl-2H-1,4-thiazin-3(4H)-one), Example 2 ( i ). Yields the product CC=1NC(CSC1C1C(=CN(C=C1)C(=O)OCC(Cl)(Cl)Cl)Cl)=O (5-methyl-6-[1-(2,2,2-trichloroethoxycarbonyl)-3-chloro-1,4-dihydro-4-pyridinyl]-2H-1,4-thiazin-3(4H)-one). The yield is 46.3%. Reaction SMILES: [Cl:1][C:2]1[CH:3]=[N:4][CH:5]=[CH:6][CH:7]=1.[Cl:8][C:9]([Cl:16])([Cl:15])[CH2:10][O:11][C:12](Cl)=[O:13].[CH3:17][C:18]1[NH:19][C:20](=[O:24])[CH2:21][S:22][CH:23]=1>>[CH3:17][C:18]1[NH:19][C:20](=[O:24])[CH2:21][S:22][C:23]=1[CH:7]1[CH:6]=[CH:5][N:4]([C:12]([O:11][CH2:10][C:9]([Cl:16])([Cl:15])[Cl:8])=[O:13])[CH:3]=[C:2]1[Cl:1]. Reported procedure: 3-Chloropyridine (0.88 g), 2,2,2-trichloroethylchloroformate (1.33 ml) and 5-methyl-2H-1,4-thiazin-3(4H)-one (0.5 g) were treated in the same manner as described in Example 2 (i) to give the titled compound (0.75 g, yield 46.3%) as milky white crystals. Chloroform-methanol (=30:1) was used as a developing eluant. Reactants: C(C)(C)(C)OC(=O)N1C(OC(C1CC1=CC=CC=C1)CC(CC(=O)OCC)O)(C)C (4-benzyl-5-(3-ethoxycarbonyl-2-hydroxy-propyl)-2,2-dimethyl-oxazolidine-3-carboxylic acid tert-butyl ester), CS(=O)(=O)Cl (methanesulfonyl chloride). The solvent is N1=CC=CC=C1 (pyridine). Reaction conditions: time 2 hour. Product: C(C)(C)(C)OC(=O)N1C(OC(C1CC1=CC=CC=C1)CC(CC(=O)OCC)OS(=O)(=O)C)(C)C (4-benzyl-5-(3-ethoxycarbonyl-2-methanesulfonyloxy-propyl)-2,2-dimethyl-oxazolidine-3-carboxylic acid tert-butyl ester). RXN SMILES: [C:1]([O:5][C:6]([N:8]1[CH:12]([CH2:13][C:14]2[CH:19]=[CH:18][CH:17]=[CH:16][CH:15]=2)[CH:11]([CH2:20][CH:21]([OH:28])[CH2:22][C:23]([O:25][CH2:26][CH3:27])=[O:24])[O:10][C:9]1([CH3:30])[CH3:29])=[O:7])([CH3:4])([CH3:3])[CH3:2].[CH3:31][S:32](Cl)(=[O:34])=[O:33]>N1C=CC=CC=1>[C:1]([O:5][C:6]([N:8]1[CH:12]([CH2:13][C:14]2[CH:19]=[CH:18][CH:17]=[CH:16][CH:15]=2)[CH:11]([CH2:20][CH:21]([O:28][S:32]([CH3:31])(=[O:34])=[O:33])[CH2:22][C:23]([O:25][CH2:26][CH3:27])=[O:24])[O:10][C:9]1([CH3:29])[CH3:30])=[O:7])([CH3:4])([CH3:3])[CH3:2]. Procedure: A solution of 4-benzyl-5-(3-ethoxycarbonyl-2-hydroxy-propyl)-2,2-dimethyl-oxazolidine-3-carboxylic acid tert-butyl ester (50.68 g) in pyridine (380 ml) was stirred at 15° C. under an atmosphere of nitrogen during the dropwise addition of methanesulfonyl chloride (18.4 ml). The reaction mixture was then allowed to warm to ambient temperature and stirred for a further 2 hours and evaporated. The residue was dissolved in diethyl ether, washed sequentially with 2M aqueous hydrochloric acid (500 ml a... Starting materials: N(=[N+]=[N-])CCOC1OCCCC1 (2-(2-Azido-ethoxy)-tetrahydro-pyran), CC1(OCC(O1)COS(=O)(=O)C1=CC=C(C=C1)C)C (toluene-4-sulfonic acid 2,2-dimethyl-[1,3]dioxolan-4-ylmethyl ester). Yields the product N(=[N+]=[N-])CC1OC(OC1)(C)C (4-Azidomethyl-2,2-dimethyl-[1,3]dioxolane). RXN SMILES: [N:1]([CH2:4][CH2:5][O:6][CH:7]1[CH2:12]CC[CH2:9][O:8]1)=[N+:2]=[N-:3].[CH3:13]C1(C)OC(COS(C2C=CC(C)=CC=2)(=O)=O)CO1>>[N:1]([CH2:4][CH:5]1[CH2:9][O:8][C:7]([CH3:12])([CH3:13])[O:6]1)=[N+:2]=[N-:3]. Procedure details: The reaction was carried out similarly as described in the preparation of compound 408, using toluene-4-sulfonic acid 2,2-dimethyl-[1,3]dioxolan-4-ylmethyl ester (37.8 mmol). The crude product was purified by continuous gradient flash chromatography using EtOAc/petroleum ether (40-60) 0:100 to 20:80 as the eluent to afford the title compound as colourless foam. Starting materials: CC(C)(C)OC(=O)N1CCc2ccc(Cl)c(C=CCCCNC(=O)C3CCCC3)c2CC1, CCOC(C)=O, [H][H]. The product is CC(C)(C)OC(=O)N1CCc2ccc(Cl)c(CCCCCNC(=O)C3CCCC3)c2CC1. As a reaction SMILES: [C:1]([CH3:2])([CH3:3])([CH3:4])[O:5][C:6](=[O:7])[N:8]1[CH2:9][CH2:10][c:11]2[c:12]([c:15]([CH:20]=[CH:21][CH2:22][CH2:23][CH2:24][NH:25][C:26](=[O:27])[CH:28]3[CH2:29][CH2:30][CH2:31][CH2:32]3)[c:16]([Cl:19])[cH:17][cH:18]2)[CH2:13][CH2:14]1.[CH3:35][CH2:36][O:37][C:38]([CH3:39])=[O:40].[H:33][H:34]>>[C:1]([CH3:2])([CH3:3])([CH3:4])[O:5][C:6](=[O:7])[N:8]1[CH2:9][CH2:10][c:11]2[c:12]([c:15]([CH2:20][CH2:21][CH2:22][CH2:23][CH2:24][NH:25][C:26](=[O:27])[CH:28]3[CH2:29][CH2:30][CH2:31][CH2:32]3)[c:16]([Cl:19])[cH:17][cH:18]2)[CH2:13][CH2:14]1. Starting materials: O (water), FC=1C=C(N)C=CC1 (3-fluoroaniline), FC1=C(C=CC(=C1)F)[N+](=O)[O-] (2,4-difluoro-1-nitrobenzene), CC(C)([O-])C.[K+] (potassium tert-butoxide). Run in CN(C)C=O (DMF). Conditions: time 8 hour. Yields the product FC=1C=CC(=C(NC2=CC(=CC=C2)F)C1)[N+](=O)[O-] (5-fluoro-N-(3-fluorophenyl)-2-nitroaniline). Reaction SMILES: [F:1][C:2]1[CH:3]=[C:4]([CH:6]=[CH:7][CH:8]=1)[NH2:5].F[C:10]1[CH:15]=[C:14]([F:16])[CH:13]=[CH:12][C:11]=1[N+:17]([O-:19])=[O:18].CC(C)([O-])C.[K+].O>CN(C=O)C>[F:16][C:14]1[CH:13]=[CH:12][C:11]([N+:17]([O-:19])=[O:18])=[C:10]([CH:15]=1)[NH:5][C:4]1[CH:6]=[CH:7][CH:8]=[C:2]([F:1])[CH:3]=1 |f:2.3|. Procedure: To a solution of 3-fluoroaniline (1.813 mL, 18.86 mmol) and 2,4-difluoro-1-nitrobenzene (1.723 mL, 15.71 mmol) in DMF (26.2 mL) was added potassium tert-butoxide (3.53 g, 31.4 mmol) under argon gas. The solution was stirred overnight at rt poured into water and extracted with DCM. The combined organic extracts were purified by column chromatography on a silica gel column using 5 to 10% gradient of EtOAc in hexane as eluent to give an orange solid that was triturated in EtOAc:hexane (1:1) and fil... Reactants: C(#N)C=1C=C(CBr)C=CC1 (3-cyano benzyl bromide), C(CCC)[N+](CCCC)(CCCC)CCCC (tetra-n-butylammonium), COC(=O)C1NS(CC1)(=O)=O (1,1-Dioxo-isothiazolidine-3-carboxylic acid methyl ester), COC(=O)C1NS(CC1)(=O)=O (1,1-Dioxo-isothiazolidine-3-carboxylic acid methyl ester), C([O-])([O-])=O.[K+].[K+] (potassium carbonate). Run in C(C)(=O)OCC (ethyl acetate), CN(C=O)C (N,N-dimethylformamide). Reaction conditions: temperature 0 celsius, time 5 hour. Yields the product COC(=O)C1N(S(CC1)(=O)=O)CC1=CC(=CC=C1)C#N (2-(3-cyano-benzyl)-1,1-dioxo-1λ6-isothiazolidine-3-carboxylic acid methyl ester). The yield is 52.5%. As a reaction SMILES: [CH3:1][O:2][C:3]([CH:5]1[CH2:9][CH2:8][S:7](=[O:11])(=[O:10])[NH:6]1)=[O:4].C(=O)([O-])[O-].[K+].[K+].[C:18]([C:20]1[CH:21]=[C:22]([CH:25]=[CH:26][CH:27]=1)[CH2:23]Br)#[N:19].C([N+](CCCC)(CCCC)CCCC)CCC>CN(C)C=O.C(OCC)(=O)C>[CH3:1][O:2][C:3]([CH:5]1[CH2:9][CH2:8][S:7](=[O:11])(=[O:10])[N:6]1[CH2:23][C:22]1[CH:25]=[CH:26][CH:27]=[C:20]([C:18]#[N:19])[CH:21]=1)=[O:4] |f:1.2.3|. Procedure: To a stirred solution of 1,1-dioxo-1λ6-isothiazolidine-3-carboxylic acid methyl ester (Intermediate 1, 0.200 g, 1.10 mmol) in N,N-dimethylformamide (5 mL) was added potassium carbonate (0.450 g, 3.20 mmol) at room temperature under nitrogen. The reaction mixture was cooled to 0° C. and 3-cyano benzyl bromide (available from Aldrich; 0.240 g, 1.22 mmol) was added into the reaction mixture slowly and followed by the addition of tetra-n-butylammonium (0.025 g, 0.07 mmol). The reaction was completed... Reactants: COCCO, COc1cc2c(Cl)c(C#N)cnc2cc1OCCCl, Cl, Nc1ccc2[nH]nnc2c1, c1ccncc1. Product: COc1cc2c(Nc3ccc4nn[nH]c4c3)c(C#N)cnc2cc1OCCCl. As a reaction SMILES: [CH3:37][O:38][CH2:39][CH2:40][OH:41].[Cl:1][CH2:2][CH2:3][O:4][c:5]1[c:6]([O:18][CH3:19])[cH:7][c:8]2[c:9]([Cl:17])[c:10]([C:15]#[N:16])[cH:11][n:12][c:13]2[cH:14]1.[ClH:30].[NH2:20][c:21]1[cH:22][c:23]2[c:24]([nH:25][n:26][n:27]2)[cH:28][cH:29]1.[n:31]1[cH:32][cH:33][cH:34][cH:35][cH:36]1>>[Cl:1][CH2:2][CH2:3][O:4][c:5]1[c:6]([O:18][CH3:19])[cH:7][c:8]2[c:9]([NH:20][c:21]3[cH:22][c:23]4[c:24]([n:25][n:26][nH:27]4)[cH:28][cH:29]3)[c:10]([C:15]#[N:16])[cH:11][n:12][c:13]2[cH:14]1. Reactants: BrCc1ccccc1, COCOc1cc(OCOC)c(C(C)C)cc1C(=O)O, NN, C1CCOC1, O. The product is COCOc1cc(OCOC)c(C(C)C)cc1C(=O)NN. Reaction SMILES: [CH2:21]([Br:22])[c:23]1[cH:24][cH:25][cH:26][cH:27][cH:28]1.[CH:1]([CH3:2])([CH3:3])[c:4]1[c:5]([O:17][CH2:18][O:19][CH3:20])[cH:6][c:7]([O:13][CH2:14][O:15][CH3:16])[c:8]([C:9](=[O:10])[OH:11])[cH:12]1.[NH2:30][NH2:31].[O:32]1[CH2:33][CH2:34][CH2:35][CH2:36]1.[OH2:29]>>[CH:1]([CH3:2])([CH3:3])[c:4]1[c:5]([O:17][CH2:18][O:19][CH3:20])[cH:6][c:7]([O:13][CH2:14][O:15][CH3:16])[c:8]([C:9](=[O:10])[NH:30][NH2:31])[cH:12]1. The reactants are ICl (Iodine monochloride), FC=1C(=C(N)C=CC1)C (3-fluoro-2-methylaniline), S(=O)([O-])[O-].[Na+].[Na+] (sodium sulphite). Run in C(C)(=O)O (acetic acid). Reaction conditions: temperature 70 celsius, time 2 hour. Yields the product IC1=C(C(=C(N)C=C1)C)F (4-Iodo-3-fluoro-2-methylaniline). Reaction SMILES: [I:1]Cl.[F:3][C:4]1[C:5]([CH3:11])=[C:6]([CH:8]=[CH:9][CH:10]=1)[NH2:7].S([O-])([O-])=O.[Na+].[Na+]>C(O)(=O)C>[I:1][C:10]1[CH:9]=[CH:8][C:6]([NH2:7])=[C:5]([CH3:11])[C:4]=1[F:3] |f:2.3.4|. Procedure: Iodine monochloride (0.5 ml) was added to a solution of 3-fluoro-2-methylaniline (1.25 g) in glacial acetic acid (15 ml). The mixture was stirred for two hours at 70° C. The mixture was allowed to cool to ambient temperature and saturated sodium sulphite solution (50 ml) was added. The solution was extracted with EtOAc (2×100 ml), and the extracts were combined, washed with saturated sodium bicarbonate solution (100 ml) and dried. The volatile material was removed by evaporation and the residue ...